From a dataset of the Open Reaction Database (ORD), a public repository of structured organic reaction records. describe an organic reaction: reactants, conditions, products, and yield Reactants: CCOC(=O)C1(NC(=O)c2cc(Cl)cc(C)c2OC2CCC2)Cc2ccc(F)cc2C1, C1COCCO1, CO, CO, ClCCl, [Li+], [OH-], O. Yields the product Cc1cc(Cl)cc(C(=O)NC2(C(=O)O)Cc3ccc(F)cc3C2)c1OC1CCC1. As a reaction SMILES: [CH2:1]([CH3:2])[O:3][C:4](=[O:5])[C:6]1([NH:16][C:17]([c:18]2[c:19]([O:26][CH:27]3[CH2:28][CH2:29][CH2:30]3)[c:20]([CH3:25])[cH:21][c:22]([Cl:24])[cH:23]2)=[O:31])[CH2:7][c:8]2[cH:9][cH:10][c:11]([F:15])[cH:12][c:13]2[CH2:14]1.[CH2:32]1[O:33][CH2:34][CH2:35][O:36][CH2:37]1.[CH3:38][OH:39].[CH3:42][OH:43].[Cl:44][CH2:45][Cl:46].[Li+:41].[OH-:40].[OH2:47]>>[O:3]=[C:4]([OH:5])[C:6]1([NH:16][C:17]([c:18]2[c:19]([O:26][CH:27]3[CH2:28][CH2:29][CH2:30]3)[c:20]([CH3:25])[cH:21][c:22]([Cl:24])[cH:23]2)=[O:31])[CH2:7][c:8]2[cH:9][cH:10][c:11]([F:15])[cH:12][c:13]2[CH2:14]1. The reactants are N(=C=O)C1CCCC1 (isocyanatocyclopentane), Cl.NC1=NC(=CC(=N1)C1=CC=C2CCN(CC2=C1)C(=O)OC1CCNCC1)N1CCN(CC1)C (piperidin-4-yl 7-[2-amino-6-(4-methylpiperazin-1-yl)pyrimidin-4-yl]-3,4-dihydroisoquinoline-2(1H)-carboxylate HCl salt). Yields the product NC1=NC(=CC(=N1)C1=CC=C2CCN(CC2=C1)C(=O)OC1CCN(CC1)C(=O)NC1CCCC1)N1CCN(CC1)C (1-[(Cyclopentylamino)carbonyl]piperidin-4-yl 7-[2-amino-6-(4-methylpiperazin-1-yl)pyrimidin-4-yl]-3,4-dihydroisoquinoline-2(1H)-carboxylate). RXN SMILES: [N:1]([CH:4]1[CH2:8][CH2:7][CH2:6][CH2:5]1)=[C:2]=[O:3].Cl.[NH2:10][C:11]1[N:16]=[C:15]([C:17]2[CH:26]=[C:25]3[C:20]([CH2:21][CH2:22][N:23]([C:27]([O:29][CH:30]4[CH2:35][CH2:34][NH:33][CH2:32][CH2:31]4)=[O:28])[CH2:24]3)=[CH:19][CH:18]=2)[CH:14]=[C:13]([N:36]2[CH2:41][CH2:40][N:39]([CH3:42])[CH2:38][CH2:37]2)[N:12]=1>>[NH2:10][C:11]1[N:16]=[C:15]([C:17]2[CH:26]=[C:25]3[C:20]([CH2:21][CH2:22][N:23]([C:27]([O:29][CH:30]4[CH2:35][CH2:34][N:33]([C:2]([NH:1][CH:4]5[CH2:8][CH2:7][CH2:6][CH2:5]5)=[O:3])[CH2:32][CH2:31]4)=[O:28])[CH2:24]3)=[CH:19][CH:18]=2)[CH:14]=[C:13]([N:36]2[CH2:41][CH2:40][N:39]([CH3:42])[CH2:38][CH2:37]2)[N:12]=1 |f:1.2|. Reported procedure: This compound was prepared by using procedures analogous to those described for the synthesis of Example 67, Step 4 starting from isocyanatocyclopentane and piperidin-4-yl 7-[2-amino-6-(4-methylpiperazin-1-yl)pyrimidin-4-yl]-3,4-dihydroisoquinoline-2(1H)-carboxylate HCl salt. Analytic LCMS (M+H)+: m/z=563.3. Run at temperature -20 celsius, time 10 hour. Yields the product C(C)OC(CC1C2=C(B(O1)O)C=C(C=C2C)OC=2SC(=NN2)Br)=O ([6-(5-bromo-[1,3,4]thiadiazol-2-yloxy)-1-hydroxy-4-methyl-1,3-dihydro-benzo[c][1,2]oxaborol-3-yl]-acetic acid ethyl ester), C(C)OC(CC1C2=C(B(O1)O)C=C(C=C2C)OC=2SC(=NN2)[N+](=O)[O-])=O ([1-hydroxy-4-methyl-6-(5-nitro-[1,3,4]thiadiazol-2-yloxy)-1,3-dihydro-benzo[c][1,2]oxaborol-3-yl]-acetic acid ethyl ester). Reported procedure: To a solution of (1,6-dihydroxy-4-methyl-1,3-dihydro-benzo[c][1,2]oxaborol-3-yl)-acetic acid ethyl ester (1.5 g, 6.0 mmol) and 2-bromo-5-nitro-[1,3,4]thiadiazole (2.52 g, 12.0 mmol) at −20° C. was added K2CO3 (1.65 g, 12.0 mmol). The reaction mixture was stirred for 10 hours at −20° C. then concentrated in vacuo. The residue was dissolved in EtOAc (20 mL), washed with water (2×10 mL), dried and concentrated. The residue was purified by silica gel flash column chromatography to give a mixture of ... Reactants: C(C)OC(CC1C2=C(B(O1)O)C=C(C=C2C)O)=O ((1,6-dihydroxy-4-methyl-1,3-dihydro-benzo[c][1,2]oxaborol-3-yl)-acetic acid ethyl ester), BrC=1SC(=NN1)[N+](=O)[O-] (2-bromo-5-nitro-[1,3,4]thiadiazole), C(=O)([O-])[O-].[K+].[K+] (K2CO3), nitro, [Br-] (bromide). As a reaction SMILES: [CH2:1]([O:3][C:4](=[O:18])[CH2:5][CH:6]1[O:10][B:9]([OH:11])[C:8]2[CH:12]=[C:13]([OH:17])[CH:14]=[C:15]([CH3:16])[C:7]1=2)[CH3:2].[Br:19][C:20]1[S:21][C:22]([N+:25]([O-:27])=[O:26])=[N:23][N:24]=1.C([O-])([O-])=O.[K+].[K+].[Br-]>>[CH2:1]([O:3][C:4](=[O:18])[CH2:5][CH:6]1[O:10][B:9]([OH:11])[C:8]2[CH:12]=[C:13]([O:17][C:22]3[S:21][C:20]([Br:19])=[N:24][N:23]=3)[CH:14]=[C:15]([CH3:16])[C:7]1=2)[CH3:2].[CH2:1]([O:3][C:4](=[O:18])[CH2:5][CH:6]1[O:10][B:9]([OH:11])[C:8]2[CH:12]=[C:13]([O:17][C:20]3[S:21][C:22]([N+:25]([O-:27])=[O:26])=[N:23][N:24]=3)[CH:14]=[C:15]([CH3:16])[C:7]1=2)[CH3:2] |f:2.3.4|. Yield: 26.0%. Starting materials: IC1=CC(=CC2=C1N(C=N2)C2=CC=CC=C2)C(F)(F)F (7-iodo-1-phenyl-5-trifluoromethylbenzimidazole), C(CC#C)O (3-butyn-1-ol), [Cl-].[NH4+] (ammonium chloride). The reagents and catalysts are C=1C=CC(=CC1)[P](C=2C=CC=CC2)(C=3C=CC=CC3)[Pd]([P](C=4C=CC=CC4)(C=5C=CC=CC5)C=6C=CC=CC6)([P](C=7C=CC=CC7)(C=8C=CC=CC8)C=9C=CC=CC9)[P](C=1C=CC=CC1)(C=1C=CC=CC1)C=1C=CC=CC1 (tetrakis(triphenylphosphine)palladium(0)), [Cu]I (copper (I) iodide). Solvent: N1CCCC1 (pyrrolidine), N1CCCC1 (pyrrolidine). Run at temperature 75 celsius, time 2.5 hour. The product is OCCC#CC1=CC(=CC2=C1N(C=N2)C2=CC=CC=C2)C(F)(F)F (7-(4-Hydroxybut-1-ynyl)-1-phenyl-5-trifluoromethylbenzimidazole). Isolated yield 164.7%. As a reaction SMILES: I[C:2]1[C:7]2[N:8]([C:11]3[CH:16]=[CH:15][CH:14]=[CH:13][CH:12]=3)[CH:9]=[N:10][C:6]=2[CH:5]=[C:4]([C:17]([F:20])([F:19])[F:18])[CH:3]=1.[CH2:21]([OH:25])[CH2:22][C:23]#[CH:24].[Cl-].[NH4+]>N1CCCC1.C1C=CC([P]([Pd]([P](C2C=CC=CC=2)(C2C=CC=CC=2)C2C=CC=CC=2)([P](C2C=CC=CC=2)(C2C=CC=CC=2)C2C=CC=CC=2)[P](C2C=CC=CC=2)(C2C=CC=CC=2)C2C=CC=CC=2)(C2C=CC=CC=2)C2C=CC=CC=2)=CC=1.[Cu]I>[OH:25][CH2:21][CH2:22][C:23]#[C:24][C:2]1[C:7]2[N:8]([C:11]3[CH:16]=[CH:15][CH:14]=[CH:13][CH:12]=3)[CH:9]=[N:10][C:6]=2[CH:5]=[C:4]([C:17]([F:20])([F:19])[F:18])[CH:3]=1 |f:2.3,^1:36,38,57,76|. Reported procedure: To a stirred solution of 7-iodo-1-phenyl-5-trifluoromethylbenzimidazole (9.7 g, 25 mmol) and tetrakis(triphenylphosphine)palladium(0) (2.9 g, 5 mmol) in pyrrolidine (75 ml) was added a solution of 3-butyn-1-ol (7.0 g, 0.1 mol) in pyrrolidine (75 ml), then copper (I) iodide (475 mg, 2.5 mmol). The resulting solution was heated to 75° C. with stirring under nitrogen. After 2.5 h the reaction mixture was allowed to cool, treated with saturated aqueous ammonium chloride and extracted with diethyl et... Reactants: C(C)(C)(C)O[C@H](C(=O)O)C1=C(C2=C(N=C(S2)C2=CC(=NC=C2)N2CCOCC2)C=C1C)C1=CC=C(C=C1)Cl ((S)-2-tert-butoxy-2-(7-(4-chlorophenyl)-5-methyl-2-(2-morpholinopyridin-4-yl)benzo[d]thiazol-6-yl)acetic acid), CN1CCN(CC1)C1=NC=CC=C1.N1=CC=C(C=C1)B(O)O (2-(4-methylpiperazino)pyridine 4-pyridine boronic acid). The product is C(C)(C)(C)O[C@H](C(=O)O)C1=C(C2=C(N=C(S2)C2=CC(=NC=C2)N2CCN(CC2)C)C=C1C)C1=CC=C(C=C1)Cl ((S)-2-tert-butoxy-2-(7-(4-chlorophenyl)-5-methyl-2-(2-(4-methylpiperazin-1-yl)pyridin-4-yl)benzo[d]thiazol-6-yl)acetic acid). Reaction SMILES: [C:1]([O:5][C@@H:6]([C:10]1[C:30]([CH3:31])=[CH:29][C:13]2[N:14]=[C:15]([C:17]3[CH:22]=[CH:21][N:20]=[C:19]([N:23]4[CH2:28][CH2:27]O[CH2:25][CH2:24]4)[CH:18]=3)[S:16][C:12]=2[C:11]=1[C:32]1[CH:37]=[CH:36][C:35]([Cl:38])=[CH:34][CH:33]=1)[C:7]([OH:9])=[O:8])([CH3:4])([CH3:3])[CH3:2].[CH3:39][N:40]1CCN(C2C=CC=CN=2)CC1.N1C=CC(B(O)O)=CC=1>>[C:1]([O:5][C@@H:6]([C:10]1[C:30]([CH3:31])=[CH:29][C:13]2[N:14]=[C:15]([C:17]3[CH:22]=[CH:21][N:20]=[C:19]([N:23]4[CH2:28][CH2:27][N:40]([CH3:39])[CH2:25][CH2:24]4)[CH:18]=3)[S:16][C:12]=2[C:11]=1[C:32]1[CH:33]=[CH:34][C:35]([Cl:38])=[CH:36][CH:37]=1)[C:7]([OH:9])=[O:8])([CH3:3])([CH3:2])[CH3:4] |f:1.2|. Reported procedure: Prepared in a manner similar to (S)-2-tert-butoxy-2-(7-(4-chlorophenyl)-5-methyl-2-(2-morpholinopyridin-4-yl)benzo[d]thiazol-6-yl)acetic acid except 2-(4-methylpiperazino)pyridine-4-pyridine boronic acid using instead of 2-morpholinopyridine-4-boronic acid. LCMS-ESI+: calc'd for C30H34ClN3O3S: 565.2 (M+H+); Found: 565.3 (M+H+); 1H NMR (400 MHz, CD3OD) δ 8.30 (d, J=4.8 Hz, 1H), 7.89 (s, 1H), 7.68 (d, J=8.9 Hz, 1H), 7.64-7.47 (m, 4H), 7.34 (d, J=5.1 Hz, 1H), 5.26 (s, 1H), 4.77-4.38 (m, 2H), 3.78-3... Starting materials: O=C(OC=1C=CC=C(Cl)C1)NC(C)(C)C. The reagents and catalysts are N=1C=CC(=CC1C=2N=CC=C(C2)C(C)(C)C)C(C)(C)C, O1B(OC(C)(C)C1(C)C)B2OC(C)(C)C(O2)(C)C, O1BOC(C)(C)C1(C)C, C[OH2+].C[OH2+].C1CC=CCCC=C1.C1CC=CCCC=C1.[Ir].[Ir]. Solvent: O(C)C(C)(C)C. Run at temperature 50 celsius, time 24 hour. The product is O=C(OC1=CC(Cl)=CC(=C1)B2OC(C)(C)C(O2)(C)C)NC(C)(C)C. Yield: 50.0%. Starting materials: COc1cc(C)c(S(=O)(=O)N2CCCCC2COCC(=O)O)c(C)c1, CN1CCC(N2CCNCC2)CC1, ClCCl. The product is COc1cc(C)c(S(=O)(=O)N2CCCCC2COCC(=O)N2CCN(C3CCN(C)CC3)CC2)c(C)c1. Reaction SMILES: [CH3:1][O:2][c:3]1[cH:4][c:5]([CH3:25])[c:6]([S:10](=[O:11])(=[O:12])[N:13]2[CH:14]([CH2:19][O:20][CH2:21][C:22](=[O:23])[OH:24])[CH2:15][CH2:16][CH2:17][CH2:18]2)[c:7]([CH3:9])[cH:8]1.[CH3:26][N:27]1[CH2:28][CH2:29][CH:30]([N:33]2[CH2:34][CH2:35][NH:36][CH2:37][CH2:38]2)[CH2:31][CH2:32]1.[Cl:39][CH2:40][Cl:41]>>[CH3:1][O:2][c:3]1[cH:4][c:5]([CH3:25])[c:6]([S:10](=[O:11])(=[O:12])[N:13]2[CH:14]([CH2:19][O:20][CH2:21][C:22](=[O:23])[N:36]3[CH2:35][CH2:34][N:33]([CH:30]4[CH2:29][CH2:28][N:27]([CH3:26])[CH2:32][CH2:31]4)[CH2:38][CH2:37]3)[CH2:15][CH2:16][CH2:17][CH2:18]2)[c:7]([CH3:9])[cH:8]1. The reactants are CCOC(=O)CP(=O)(OCC)OCC, CN(CCOc1ccc(Cn2cc(C=O)c(-c3ccccc3)c2)cc1)c1ccccn1, CN(C)C=O, Cl, [H-], [Na+], O. The product is CCOC(=O)C=Cc1cn(Cc2ccc(OCCN(C)c3ccccn3)cc2)cc1-c1ccccc1. As a reaction SMILES: [CH2:34]([O:35][P:36]([O:37][CH2:38][CH3:39])(=[O:40])[CH2:42][C:43](=[O:44])[O:45][CH2:46][CH3:47])[CH3:41].[CH3:3][N:4]([c:5]1[n:6][cH:7][cH:8][cH:9][cH:10]1)[CH2:11][CH2:12][O:13][c:14]1[cH:15][cH:16][c:17]([CH2:18][n:19]2[cH:20][c:21]([CH:30]=[O:31])[c:22](-[c:24]3[cH:25][cH:26][cH:27][cH:28][cH:29]3)[cH:23]2)[cH:32][cH:33]1.[CH3:49][N:50]([CH3:51])[CH:52]=[O:53].[ClH:48].[H-:1].[Na+:2].[OH2:54]>>[CH3:3][N:4]([c:5]1[n:6][cH:7][cH:8][cH:9][cH:10]1)[CH2:11][CH2:12][O:13][c:14]1[cH:15][cH:16][c:17]([CH2:18][n:19]2[cH:20][c:21]([CH:30]=[CH:42][C:43](=[O:44])[O:45][CH2:46][CH3:47])[c:22](-[c:24]3[cH:25][cH:26][cH:27][cH:28][cH:29]3)[cH:23]2)[cH:32][cH:33]1.